Dataset: the Open Reaction Database (ORD), a public repository of structured organic reaction records. Task: describe an organic reaction: reactants, conditions, products, and yield Starting materials: C(C)OC(=O)C1=C(C2=C(N=C(N=C2)C2=CC=CC=C2)N(C1=O)CC)Cl (5-chloro-7,8-dihydro-8-ethyl-7-oxo-2-phenylpyrido[2,3-d]pyrimidine-6-carboxylic acid ethyl ester), CN1CCNCC1 (N-methyl piperazine), C(=O)([O-])[O-].[Na+].[Na+] (Na2CO3). The solvent is C(C)O (ethanol). Yields the product C(C)OC(=O)C1=C(C2=C(N=C(N=C2)C2=CC=CC=C2)N(C1=O)CC)N1CCN(CC1)C (7,8-dihydro-8-ethyl-5-(4-methyl-1-piperazinyl)-7-oxo-2-phenyl-pyrido[2,3-d]pyrimidine-6-carboxylic acid ethyl ester). As a reaction SMILES: [CH2:1]([O:3][C:4]([C:6]1[C:21](=[O:22])[N:20]([CH2:23][CH3:24])[C:9]2[N:10]=[C:11]([C:14]3[CH:19]=[CH:18][CH:17]=[CH:16][CH:15]=3)[N:12]=[CH:13][C:8]=2[C:7]=1Cl)=[O:5])[CH3:2].[CH3:26][N:27]1[CH2:32][CH2:31][NH:30][CH2:29][CH2:28]1.C([O-])([O-])=O.[Na+].[Na+]>C(O)C>[CH2:1]([O:3][C:4]([C:6]1[C:21](=[O:22])[N:20]([CH2:23][CH3:24])[C:9]2[N:10]=[C:11]([C:14]3[CH:19]=[CH:18][CH:17]=[CH:16][CH:15]=3)[N:12]=[CH:13][C:8]=2[C:7]=1[N:30]1[CH2:31][CH2:32][N:27]([CH3:26])[CH2:28][CH2:29]1)=[O:5])[CH3:2] |f:2.3.4|. Procedure details: To 0.9 g. (0.0025 mole) of 5-chloro-7,8-dihydro-8-ethyl-7-oxo-2-phenylpyrido[2,3-d]pyrimidine-6-carboxylic acid ethyl ester (prepared by the method of Example 3, first paragraph) and 0.25 g. (0.0025 mole) of N-methyl piperazine in 40 ml. of ethanol was added 0.27 g. (0.0025 mole) of Na2CO3. The reaction mixture was refluxed for 3 hours after which time it was filtered and chilled in ice. The resulting precipitate was removed by filtration, and rinsed with diethyl ether, giving 0.7 g. of solid--m... Reaction SMILES: [CH2:1]([NH:8][CH:9]([C:14]1[CH:19]=[CH:18][C:17](Br)=[CH:16][N:15]=1)[C:10]([F:13])([F:12])[F:11])[C:2]1[CH:7]=[CH:6][CH:5]=[CH:4][CH:3]=1.[F:21][CH:22]([F:49])[C:23]([N:25]1[C@H:29]([CH2:30][F:31])[C@@H:28]([C:32]2[CH:37]=[CH:36][C:35](B3OC(C)(C)C(C)(C)O3)=[CH:34][CH:33]=2)[O:27][C:26]1([CH3:48])[CH3:47])=[O:24].C([O-])([O-])=O.[Na+].[Na+]>C1(C)C=CC=CC=1.C(O)C.O.C1C=CC([P]([Pd]([P](C2C=CC=CC=2)(C2C=CC=CC=2)C2C=CC=CC=2)([P](C2C=CC=CC=2)(C2C=CC=CC=2)C2C=CC=CC=2)[P](C2C=CC=CC=2)(C2C=CC=CC=2)C2C=CC=CC=2)(C2C=CC=CC=2)C2C=CC=CC=2)=CC=1>[CH2:1]([NH:8][CH:9]([C:14]1[N:15]=[CH:16][C:17]([C:35]2[CH:36]=[CH:37][C:32]([C@H:28]3[O:27][C:26]([CH3:48])([CH3:47])[N:25]([C:23](=[O:24])[CH:22]([F:49])[F:21])[C@H:29]3[CH2:30][F:31])=[CH:33][CH:34]=2)=[CH:18][CH:19]=1)[C:10]([F:13])([F:12])[F:11])[C:2]1[CH:7]=[CH:6][CH:5]=[CH:4][CH:3]=1 |f:2.3.4,5.6.7,^1:70,72,91,110|. Procedure details: To a stirred solution of Benzyl-[1-(5-bromo-pyridin-2-yl)-2,2,2-trifluoro-ethyl]-amine (0.15 g, 0.43 mmol) and 2,2-Difluoro-1-{(4S,5R)-4-fluoromethyl-2,2-dimethyl-5-[4-(4,4,5,5-tetramethyl-[1,3,2]dioxaborolan-2-yl)-phenyl]-oxazolidin-3-yl}-ethanone (0.18 g, 0.43 mmol) in toluene:ethanol:water (1:1:1; 7:7:7 mL) is added Na2CO3 (0.11 g, 1.08 mmol) at room temperature. Resulting reaction mixture is degassed with nitrogen for 30 minutes then added Pd(PPh3)4 (0.05 g, 0.043 mmol) and mixture is heated... Yields the product C(C1=CC=CC=C1)NC(C(F)(F)F)C1=CC=C(C=N1)C1=CC=C(C=C1)[C@@H]1[C@@H](N(C(O1)(C)C)C(C(F)F)=O)CF (1-((4R,5R)-5-{4-[6-(1-Benzylamino-2,2,2-trifluoro-ethyl)-pyridin-3-yl]-phenyl}-4-fluoromethyl-2,2-dimethyl-oxazolidin-3-yl)-2,2-difluoro-ethanone). Solvent: C1(=CC=CC=C1)C.C(C)O.O (toluene ethanol water). The reagents and catalysts are C=1C=CC(=CC1)[P](C=2C=CC=CC2)(C=3C=CC=CC3)[Pd]([P](C=4C=CC=CC4)(C=5C=CC=CC5)C=6C=CC=CC6)([P](C=7C=CC=CC7)(C=8C=CC=CC8)C=9C=CC=CC9)[P](C=1C=CC=CC1)(C=1C=CC=CC1)C=1C=CC=CC1 (Pd(PPh3)4). Reactants: C(C1=CC=CC=C1)NC(C(F)(F)F)C1=NC=C(C=C1)Br (Benzyl-[1-(5-bromo-pyridin-2-yl)-2,2,2-trifluoro-ethyl]-amine), FC(C(=O)N1C(O[C@@H]([C@H]1CF)C1=CC=C(C=C1)B1OC(C(O1)(C)C)(C)C)(C)C)F (2,2-Difluoro-1-{(4S,5R)-4-fluoromethyl-2,2-dimethyl-5-[4-(4,4,5,5-tetramethyl-[1,3,2]dioxaborolan-2-yl)-phenyl]-oxazolidin-3-yl}-ethanone), C(=O)([O-])[O-].[Na+].[Na+] (Na2CO3). Yield: 92.8%. The reactants are CS(=O)(=O)O (methanesulfonic acid), CS(=O)(=O)O.C1[C@@H]2[C@@H](C2N)CN1C3=C(C=C4C(=O)C(=CN(C4=N3)C5=C(C=C(C=C5)F)F)C(=O)O)F (trovafloxacin methanesulfonate). Conditions: temperature 45 celsius. Product: C1=CC(=C(C=C1F)F)N2C=C(C(=O)C=3C2=NC(=C(C3)F)N4C[C@@H]5[C@H](C4)[C@H]5N)C(=O)O (Trovafloxacin). Reaction SMILES: CS(O)(=O)=O.CS(O)(=O)=O.[CH2:11]1[N:17]([C:18]2[N:28]=[C:27]3[C:21]([C:22]([C:24]([C:37]([OH:39])=[O:38])=[CH:25][N:26]3[C:29]3[CH:34]=[CH:33][C:32]([F:35])=[CH:31][C:30]=3[F:36])=[O:23])=[CH:20][C:19]=2[F:40])[CH2:16][C@@H:13]2[CH:14]([NH2:15])[C@H:12]12>>[CH:33]1[C:32]([F:35])=[CH:31][C:30]([F:36])=[C:29]([N:26]2[C:27]3=[N:28][C:18]([N:17]4[CH2:11][C@@H:12]5[C@@H:14]([NH2:15])[C@@H:13]5[CH2:16]4)=[C:19]([F:40])[CH:20]=[C:21]3[C:22](=[O:23])[C:24]([C:37]([OH:39])=[O:38])=[CH:25]2)[CH:34]=1 |f:1.2|. Reported procedure: Tetrahydrofuran (250 cm3), ethyl (1α,5α,6α)-7-(6-benzylidenylamino-3-azabicyclo[3.1.0]hex-3-yl)-1-(2,4-difluorophenyl)-6-fluoro-1,4-dihydro-4-oxo-1,8-naphthyridine-3-carboxylate (25.05 g, 47 mmol) obtained above, and water (250 cm3) were treated with 97% methanesulfonic acid (13.3 g, 138 mmol) and heated to reflux for 24 h. The resulting solution, which contained trovafloxacin methanesulfonate salt, was cooled to 45° C., treated with activated carbon (2.5 g) for 1 hr and filtered. Treatment of t...